Dataset: the Open Reaction Database (ORD), a public repository of structured organic reaction records. Task: describe an organic reaction: reactants, conditions, products, and yield Reactants: COC(C1=CC(=C(C=C1)C(F)(F)F)N)=O (3-Amino-4-trifluoromethyl-benzoic acid methyl ester), BrC1=C(C=CC=C1)C=CBr (o-bromo-(2-bromo)vinylbenzene), C(=O)([O-])[O-].[K+].[K+] (K2CO3), CNCCNC (N,N′-dimethylethylendiamine). The reagents and catalysts are [Cu]I (CuI). Solvent: C1(=CC=CC=C1)C (toluene), CC(OCC)=O (EA). Run at temperature 110 celsius, time 14 hour. The product is COC(C1=CC(=C(C=C1)C(F)(F)F)N1C=CC2=CC=CC=C12)=O (3-Indol-1-yl-4-trifluoromethyl-benzoic acid methyl ester). The yield is 44.0%. As a reaction SMILES: [CH3:1][O:2][C:3](=[O:15])[C:4]1[CH:9]=[CH:8][C:7]([C:10]([F:13])([F:12])[F:11])=[C:6]([NH2:14])[CH:5]=1.C([O-])([O-])=O.[K+].[K+].CNCCNC.Br[C:29]1[CH:34]=[CH:33][CH:32]=[CH:31][C:30]=1[CH:35]=[CH:36]Br>[Cu]I.CC(=O)OCC.C1(C)C=CC=CC=1>[CH3:1][O:2][C:3](=[O:15])[C:4]1[CH:9]=[CH:8][C:7]([C:10]([F:13])([F:12])[F:11])=[C:6]([N:14]2[C:31]3[C:30](=[CH:29][CH:34]=[CH:33][CH:32]=3)[CH:35]=[CH:36]2)[CH:5]=1 |f:1.2.3|. Reported procedure: 690 mg of 3-Amino-4-trifluoromethyl-benzoic acid methyl ester, 650 mg of K2CO3, 30 mg of CuI, and 28 mg of N,N′-dimethylethylendiamine were suspended using 4.1 ml of anhydrous toluene. 410 mg of o-bromo-(2-bromo)vinylbenzene were added and the reaction mixture stirred at 110° C. for 14 h. The reaction mixture was allowed to cool to room temperature, 50 ml of EA added, filtrated, and evaporated. Chromatography on silica gel using EA/HEP (gradient) yielded 220 mg of the title compound, viscous oil... Starting materials: CN1CC[C@]23C4=C5C=CC(=C4O[C@H]2C(=O)CC[C@]3([C@H]1C5)O)OC (oxycodone), [H][H] (hydrogen), Cl (hydrochloric acid). Reagents/catalysts: [Pd] (palladium on carbon). The solvent is C(C)O (ethanol), O (Water), O (water), O (water). Run at temperature 75 celsius, time 6.5 hour. The product is CN1CC[C@]23C4=C5C=CC(=C4O[C@H]2C(=O)CC[C@]3([C@H]1C5)O)OC.Cl (oxycodone hydrochloride). Isolated yield 79.6%. RXN SMILES: [CH3:1][N:2]1[C@@H:19]2[CH2:20][C:7]3[CH:8]=[CH:9][C:10]([O:22][CH3:23])=[C:11]4[O:12][C@H:13]5[C:14]([CH2:16][CH2:17][C@:18]2([OH:21])[C@:5]5([C:6]=34)[CH2:4][CH2:3]1)=[O:15].[ClH:24].[H][H]>[Pd].O.C(O)C>[CH3:1][N:2]1[C@@H:19]2[CH2:20][C:7]3[CH:8]=[CH:9][C:10]([O:22][CH3:23])=[C:11]4[O:12][C@H:13]5[C:14]([CH2:16][CH2:17][C@:18]2([OH:21])[C@:5]5([C:6]=34)[CH2:4][CH2:3]1)=[O:15].[ClH:24] |f:6.7|. Procedure details: 3 g of oxycodone product from comparative example 2 was added to a 50 ml flask. Water (1.3 ml) and ethanol (5.58 ml) were added and the mixture was stirred. Concentrated hydrochloric acid (1.58 ml) was added. Further water was added so that in total 4.5 ml of water was added. The mixture was heated to 75° C. for 10 hours, slowly cooled to room temperature and stirred overnight. The mixture was heated to 40° C. and transferred to a hydrogenation bottle. 5 wt % palladium on carbon catalyst (0.3 g)... Starting materials: BrCCOC1=CC=CC=C1 (2-bromoethylphenyl ether), C1(=CC=CC=C1)O (phenol), [OH-].[Na+] (sodium hydroxide). As a reaction SMILES: Br[CH2:2][CH2:3][O:4][C:5]1[CH:10]=[CH:9][CH:8]=[CH:7][CH:6]=1.[C:11]1([OH:17])[CH:16]=[CH:15][CH:14]=[CH:13][CH:12]=1.[OH-].[Na+]>O>[O:4]([CH2:3][CH2:2][O:17][C:11]1[CH:16]=[CH:15][CH:14]=[CH:13][CH:12]=1)[C:5]1[CH:10]=[CH:9][CH:8]=[CH:7][CH:6]=1 |f:2.3|. Run in O (water), O (water). Procedure details: 160 g of 2-bromoethylphenyl ether are added to a mixture of 94 g of phenol, 30 ml of water and 60 g of sodium hydroxide, at a temperature of 100° C. After a reaction time of 16 hours, the mixture is poured into water, filtered by suction, and the product is recrystallized from ethyl acetate. 90 g (53%) of 1,2-diphenoxy ethane having a melting point of 95° C. are obtained. Product: O(C1=CC=CC=C1)CCOC1=CC=CC=C1 (1,2-diphenoxy ethane). Isolated yield 52.8%. Reactants: CC1(CC=C(C=2C=C(C=CC12)C#CC1=CC=C(C(=O)O)C=C1)C(C)(C)C)C (4-[(7,8-dihydro-8,8-dimethyl-5-(1,1-dimethylethyl)naphth-3-yl)ethynyl]benzoic acid), CC1(CC=C(C=2C=C(C=CC12)C#CC1=CC=C(C(=O)O)C=C1)C(C)(C)C)C (4-[(7,8-dihydro-8,8-dimethyl-5-(1,1-dimethylethyl)naphth-3-yl)ethynyl]benzoic acid), CC=1C=2C=C(C=CC2C(CC1)(C)C)C#CC1=CC=C(C(=O)OCC)C=C1 (ethyl 4-[(7,8-dihydro-5,8,8-trimethylnaphth-3-yl)ethynyl]benzoate), CC=1C=2C=C(C=CC2C(CC1)(C)C)C#CC1=CC=C(C(=O)OCC)C=C1 (ethyl 4-[(7,8-dihydro-5,8,8-trimethylnaphth-3-yl)ethynyl]benzoate). Yields the product CC=1C=2C=C(C=CC2C(CC1)(C)C)C#CC1=CC=C(C(=O)O)C=C1 (4-[(5,8,8-trimethyl-7,8-dihydronaphth-3-yl)ethynyl]benzoic acid). As a reaction SMILES: [CH3:1][C:2]1([CH3:27])[C:11]2[CH:10]=[CH:9][C:8]([C:12]#[C:13][C:14]3[CH:22]=[CH:21][C:17]([C:18]([OH:20])=[O:19])=[CH:16][CH:15]=3)=[CH:7][C:6]=2[C:5]([C:23](C)(C)C)=[CH:4][CH2:3]1.CC1C2C=C(C#CC3C=CC(C(OCC)=O)=CC=3)C=CC=2C(C)(C)CC=1>>[CH3:23][C:5]1[C:6]2[CH:7]=[C:8]([C:12]#[C:13][C:14]3[CH:22]=[CH:21][C:17]([C:18]([OH:20])=[O:19])=[CH:16][CH:15]=3)[CH:9]=[CH:10][C:11]=2[C:2]([CH3:1])([CH3:27])[CH2:3][CH:4]=1. Reported procedure: Employing the same general procedure as for the preparation of 4-[(7,8-dihydro-8,8-dimethyl-5-(1,1-dimethylethyl)naphth-3-yl)ethynyl]benzoic acid (Compound 80), 33.7 mg (0.10 mmol) of ethyl 4-[(7,8-dihydro-5,8,8-trimethylnaphth-3-yl)ethynyl]benzoate (Compound 73) was converted into the title compound (colorless solid) using 10.2 mg (0.25 mmol) of LiOH in H2O. Reactants: C(C1=CC=CC=C1)OC(=O)CN1C(=NC(=C(C1C1=CC(=C(C(=C1)F)F)F)C(=O)OC)C)C (1,6-dihydro-1-{bezyloxycarbonylmethyl)-5-methoxycarbonyl-6-(3,4,5-trifluorophenyl)-2,4-dimethylpyrimidine). Reagents/catalysts: [Pd] (Pd-C). Solvent: CO (methanol), CO (MeOH), O (H2O). Run at time 4 hour. The product is COC(=O)C1=C(N=C(N(C1C1=CC(=C(C(=C1)F)F)F)CC(=O)O)C)C (1,6-dihydro-5-methoxycarbonyl-6-(3,4,5-trifluorophenyl)-2,4-dimethylpyrimidine-1-acetic acid). The yield is 94.0%. RXN SMILES: C([O:8][C:9]([CH2:11][N:12]1[CH:17]([C:18]2[CH:23]=[C:22]([F:24])[C:21]([F:25])=[C:20]([F:26])[CH:19]=2)[C:16]([C:27]([O:29][CH3:30])=[O:28])=[C:15]([CH3:31])[N:14]=[C:13]1[CH3:32])=[O:10])C1C=CC=CC=1>CO.O.[Pd]>[CH3:30][O:29][C:27]([C:16]1[CH:17]([C:18]2[CH:19]=[C:20]([F:26])[C:21]([F:25])=[C:22]([F:24])[CH:23]=2)[N:12]([CH2:11][C:9]([OH:10])=[O:8])[C:13]([CH3:32])=[N:14][C:15]=1[CH3:31])=[O:28]. Reported procedure: To a suspension of 10% Pd-C (30 mg) in MeOH (10 mL) and H2O (2 mL) was added a solution of 1,6-dihydro-1-{bezyloxycarbonylmethyl)-5-methoxycarbonyl-6-(3,4,5-trifluorophenyl)-2,4-dimethylpyrimidine (300 mg) in methanol (1 mL) and the mixture was hydrogenated at 80 psi for 4 h. The black suspension was filtered through a pad of Celite and washed thoroughly with MeOH (100 mL). Solvent was evaporated from the combined filtrate to leave the product 1,6-dihydro-5-methoxycarbonyl-6-(3,4,5-trifluorophen... Reactants: S(=S)(=O)([O-])[O-].[Na+].[Na+] (sodium thiosulfate), C1(CC1)C=1C=CC(=NC1)N (5-cyclopropyl-pyridin-2-ylamine), BrBr (bromine). Run in C(Cl)(Cl)Cl (chloroform), C(Cl)(Cl)Cl (chloroform). Reaction conditions: time 18 hour. The product is BrC=1C(=NC=C(C1)C1CC1)N (3-Bromo-5-cyclopropyl-pyridin-2-ylamine), oil. The yield is 57.0%. As a reaction SMILES: [CH:1]1([C:4]2[CH:5]=[CH:6][C:7]([NH2:10])=[N:8][CH:9]=2)[CH2:3][CH2:2]1.[Br:11]Br.S([O-])([O-])(=O)=S.[Na+].[Na+]>C(Cl)(Cl)Cl>[Br:11][C:6]1[C:7]([NH2:10])=[N:8][CH:9]=[C:4]([CH:1]2[CH2:3][CH2:2]2)[CH:5]=1 |f:2.3.4|. Procedure details: To a solution of 5-cyclopropyl-pyridin-2-ylamine (1.1 g, 8.19 mmol) in dry chloroform (100 mL) was added bromine (0.42 mL, 8.2 mmol) in chloroform (11 mL) at room temperature and stirred for 18 hours. An aqueous solution of sodium thiosulfate was added, the aqueous phase was extracted with dichloromethane, the combined organic phases were dried over sodium sulfate, the solvent was evaporated and the residue purified by silica gel chromatography using ethyl acetate/hexane as eluent. The title com... Reaction SMILES: Br[C:2]1[CH:3]=[C:4]([C:8]2[C:13]3[O:14][C:15]4[CH:20]=[CH:19][CH:18]=[CH:17][C:16]=4[C:12]=3[CH:11]=[CH:10][CH:9]=2)[CH:5]=[CH:6][CH:7]=1.[OH:21][C:22]1[CH:27]=[CH:26][C:25](B(O)O)=[CH:24][CH:23]=1.C([O-])([O-])=O.[Na+].[Na+].Cl>C1(C)C=CC=CC=1.C(O)C.O.C(OCC)(=O)C.C1C=CC([P]([Pd]([P](C2C=CC=CC=2)(C2C=CC=CC=2)C2C=CC=CC=2)([P](C2C=CC=CC=2)(C2C=CC=CC=2)C2C=CC=CC=2)[P](C2C=CC=CC=2)(C2C=CC=CC=2)C2C=CC=CC=2)(C2C=CC=CC=2)C2C=CC=CC=2)=CC=1>[CH:11]1[C:12]2[C:16]3[CH:17]=[CH:18][CH:19]=[CH:20][C:15]=3[O:14][C:13]=2[C:8]([C:4]2[CH:3]=[C:2]([C:25]3[CH:26]=[CH:27][C:22]([OH:21])=[CH:23][CH:24]=3)[CH:7]=[CH:6][CH:5]=2)=[CH:9][CH:10]=1 |f:2.3.4,^1:58,60,79,98|. Product: C1=CC=C(C=2OC3=C(C21)C=CC=C3)C=3C=C(C=CC3)C3=CC=C(C=C3)O (3′-Dibenzofuran-4-yl-biphenyl-4-ol). Starting materials: BrC=1C=C(C=CC1)C1=CC=CC2=C1OC1=C2C=CC=C1 (4-(3-bromo-phenyl)-dibenzofuran), OC1=CC=C(C=C1)B(O)O (4-hydroxyphenyl boronic acid), C(=O)([O-])[O-].[Na+].[Na+] (Na2CO3), Cl (HCl). Conditions: temperature 80 celsius. The solvent is C1(=CC=CC=C1)C (toluene), C(C)O (ethanol), C(C)(=O)OCC (ethyl acetate), O (water). Procedure: A mixture of 4-(3-bromo-phenyl)-dibenzofuran (0.62 mmol), 4-hydroxyphenyl boronic acid (0.62 mmol), and Pd(PPh3)4, (0.05 mmol) in 2 mL of toluene and 1 mL ethanol was heated to obtain a clear solution, then Na2CO3 (1.9 mmol) in 2 mL water was added. The reaction mixture refluxed for 5 h at 80° C. The mixture was cooled to room temperature and the aqueous layer was acidified with 2N HCl. The entire reaction mixture was diluted with 25 mL ethyl acetate. The organic layer was washed with 2×30 mL po... Reagents/catalysts: C=1C=CC(=CC1)[P](C=2C=CC=CC2)(C=3C=CC=CC3)[Pd]([P](C=4C=CC=CC4)(C=5C=CC=CC5)C=6C=CC=CC6)([P](C=7C=CC=CC7)(C=8C=CC=CC8)C=9C=CC=CC9)[P](C=1C=CC=CC1)(C=1C=CC=CC1)C=1C=CC=CC1 (Pd(PPh3)4). Reactants: N1(C=NN=C1)C=1C=C(C(=O)OCC)C=CC1 (ethyl 3-(1,3,4-triazol-1-yl)benzoate), [H-].[Al+3].[Li+].[H-].[H-].[H-] (lithium aluminium hydride). Run in O1CCCC1 (tetrahydrofuran), O1CCOCC1 (dioxane). Reaction conditions: time 2 hour. The product is OCC=1C=C(C=CC1)N1C=NN=C1 (1(3-hydroxymethylphenyl)-1,3,4-triazole). The yield is 69.2%. Reaction SMILES: [N:1]1([C:6]2[CH:7]=[C:8]([CH:14]=[CH:15][CH:16]=2)[C:9](OCC)=[O:10])[CH:5]=[N:4][N:3]=[CH:2]1.[H-].[Al+3].[Li+].[H-].[H-].[H-]>O1CCCC1.O1CCOCC1>[OH:10][CH2:9][C:8]1[CH:7]=[C:6]([N:1]2[CH:2]=[N:3][N:4]=[CH:5]2)[CH:16]=[CH:15][CH:14]=1 |f:1.2.3.4.5.6|. Procedure: 430 mg of ethyl 3-(1,3,4-triazol-1-yl)benzoate [synthesized substantially in accordance with the method described in J. Med. Chem., 5, 383 (1962)] was dissolved in a mixture of 20 ml of tetrahydrofuran and 20 ml of dioxane, and 100 mg of lithium aluminium hydride was added. The mixture was stirred at room temperature for 2 hours. The reaction mixture was concentrated under reduced pressure, and the residue was distributed between ethyl acetate and water. The organic layer was separated and dried...